The task is: describe an organic reaction: reactants, conditions, products, and yield. This data is from the Open Reaction Database (ORD), a public repository of structured organic reaction records. Yield: 84.4%. The reactants are ON1C(CCCC1(C)C)(C)C (1-oxyl-2,2,6,6-tetramethylpiperidine), N(=O)OC(C)(C)C (tert-butyl nitrite), C(C)(C)(C)C=1C=C(N)C=C(C1)C(C)(C)C (3,5-di-tert-butylaniline). RXN SMILES: [OH:1][N:2]1[C:7]([CH3:9])([CH3:8])[CH2:6][CH2:5][CH2:4][C:3]1([CH3:11])[CH3:10].N(OC(C)(C)C)=O.[C:19]([C:23]1[CH:24]=[C:25]([CH:27]=[C:28]([C:30]([CH3:33])([CH3:32])[CH3:31])[CH:29]=1)N)([CH3:22])([CH3:21])[CH3:20]>N1C=CC=CC=1>[C:19]([C:23]1[CH:24]=[C:25]([CH:27]=[C:28]([C:30]([CH3:33])([CH3:32])[CH3:31])[CH:29]=1)[O:1][N:2]1[C:7]([CH3:9])([CH3:8])[CH2:6][CH2:5][CH2:4][C:3]1([CH3:11])[CH3:10])([CH3:22])([CH3:21])[CH3:20]. The solvent is N1=CC=CC=C1 (pyridine). Yields the product C(C)(C)(C)C=1C=C(ON2C(CCCC2(C)C)(C)C)C=C(C1)C(C)(C)C (1-(3,5-di-tert-butylphenoxy)-2,2,6,6-tetramethylpiperidine). Procedure details: The procedure of Example 1 is repeated using 1.50 g (9.6 mmol) of 1-oxyl-2,2,6,6-tetramethylpiperidine, 2.38 g (24 mmol) of tert-butyl nitrite, 5.8 mg (0.0096 mmol) of (S,S)-(+)-N,N-bis(3,5-di-tert-butylsalicylidene)-1,2-cyclohexanediaminocobalt(II), 90 mL of pyridine and 3.93 g (19.2 mmol) of 3,5-di-tert-butylaniline at 70° C. The crude product obtained is purified by vacuum flash chromatography (heptane) to give 2.8 g of the title compound as an off-white solid in 84.8% yield. The structure is... As a reaction SMILES: [CH:8]1([CH2:14][CH:15]([CH2:16][NH:17][CH3:18])[NH:19][C:20]([c:21]2[cH:22][c:23]([C:27]([CH2:28][CH2:29][CH2:30][CH2:31][O:32][CH3:33])([c:34]3[cH:35][cH:36][cH:37][cH:38][cH:39]3)[OH:40])[cH:24][cH:25][cH:26]2)=[O:41])[CH2:9][CH2:10][CH2:11][CH2:12][CH2:13]1.[F:1][C:2]([C:3](=[O:4])[OH:5])([F:6])[F:7]>>[CH:8]1([CH2:14][CH:15]([CH2:16][NH:17][CH3:18])[NH:19][C:20]([c:21]2[cH:22][c:23]([C:27](=[CH:28][CH2:29][CH2:30][CH2:31][O:32][CH3:33])[c:34]3[cH:35][cH:36][cH:37][cH:38][cH:39]3)[cH:24][cH:25][cH:26]2)=[O:41])[CH2:9][CH2:10][CH2:11][CH2:12][CH2:13]1.[F:1][C:2]([C:3](=[O:4])[OH:5])([F:6])[F:7]. The reactants are CNCC(CC1CCCCC1)NC(=O)c1cccc(C(O)(CCCCOC)c2ccccc2)c1, O=C(O)C(F)(F)F. Yields the product CNCC(CC1CCCCC1)NC(=O)c1cccc(C(=CCCCOC)c2ccccc2)c1, O=C(O)C(F)(F)F. The reactants are Oc1ccc2cc(Br)ccc2c1, CC(=O)[O-], CCO, Nc1ccccc1, [Na+], O, Cc1ccc(S(=O)(=O)O)cc1, Cc1ccccc1C. Yields the product Brc1ccc2cc(Nc3ccccc3)ccc2c1. Reaction SMILES: [Br:1][c:2]1[cH:3][c:4]2[cH:5][cH:6][c:7]([OH:12])[cH:8][c:9]2[cH:10][cH:11]1.[CH3:33][C:34](=[O:35])[O-:36].[CH3:37][CH2:38][OH:39].[NH2:13][c:14]1[cH:15][cH:16][cH:17][cH:18][cH:19]1.[Na+:32].[OH2:20].[c:21]1([CH3:22])[cH:23][cH:24][c:25]([S:26]([OH:27])(=[O:28])=[O:29])[cH:30][cH:31]1.[c:40]1([CH3:41])[c:42]([CH3:43])[cH:44][cH:45][cH:46][cH:47]1>>[Br:1][c:2]1[cH:3][c:4]2[cH:5][cH:6][c:7]([NH:13][c:14]3[cH:15][cH:16][cH:17][cH:18][cH:19]3)[cH:8][c:9]2[cH:10][cH:11]1. The solvent is CO (MeOH). Reported procedure: A solution of 37 mg (0.062 mmol) of 2-(R)-(3-(S)-((4-(3-phenylpropyl)piperidin-1-yl)methyl)-4-(S)-phenylpyrrolidin-1-yl)-2-(cyclohexyl)acetic acid, benzyl ester (from EXAMPLE 71, Step A) and 19 mg (0.093 mmol) of 10% palladium on carbon in 4 mL of MeOH was hydrogenated (40 psi) on a Parr shaker for 1 h. The reaction mixture was filtered through a 0.45 micron nylon membrane polypropylene filter and concentrated to give 31 mg (100%) of the title compound: 1H NM (500 MHz) δ 0.85-4.11 (35H), 7.11-7.... Yield: 99.5%. Reagents/catalysts: [Pd] (palladium on carbon). As a reaction SMILES: [C:1]1([CH2:7][CH2:8][CH2:9][CH:10]2[CH2:15][CH2:14][N:13]([CH2:16][C@@H:17]3[C@@H:21]([C:22]4[CH:27]=[CH:26][CH:25]=[CH:24][CH:23]=4)[CH2:20][N:19]([C@H:28]([CH:39]4[CH2:44][CH2:43][CH2:42][CH2:41][CH2:40]4)[C:29]([O:31]CC4C=CC=CC=4)=[O:30])[CH2:18]3)[CH2:12][CH2:11]2)[CH:6]=[CH:5][CH:4]=[CH:3][CH:2]=1>[Pd].CO>[C:1]1([CH2:7][CH2:8][CH2:9][CH:10]2[CH2:11][CH2:12][N:13]([CH2:16][C@@H:17]3[C@@H:21]([C:22]4[CH:27]=[CH:26][CH:25]=[CH:24][CH:23]=4)[CH2:20][N:19]([C@H:28]([CH:39]4[CH2:44][CH2:43][CH2:42][CH2:41][CH2:40]4)[C:29]([OH:31])=[O:30])[CH2:18]3)[CH2:14][CH2:15]2)[CH:6]=[CH:5][CH:4]=[CH:3][CH:2]=1. Yields the product C1(=CC=CC=C1)CCCC1CCN(CC1)C[C@H]1CN(C[C@@H]1C1=CC=CC=C1)[C@@H](C(=O)O)C1CCCCC1 (2-(R)-(3-(S)-((4-(3-Phenylpropyl)piperidin-1-yl)methyl)-4-(S)-phenylpyrrolidin-1-yl)-2-(cyclohexyl)acetic acid). Starting materials: C1(=CC=CC=C1)CCCC1CCN(CC1)C[C@H]1CN(C[C@@H]1C1=CC=CC=C1)[C@@H](C(=O)OCC1=CC=CC=C1)C1CCCCC1 (2-(R)-(3-(S)-((4—(3-Phenylpropyl)piperidin-1-yl)methyl)-4-(S)-phenylpyrrolidin-1-yl)-2-(cyclohexyl)acetic acid, benzyl ester).